This data is from the Open Reaction Database (ORD), a public repository of structured organic reaction records. The task is: describe an organic reaction: reactants, conditions, products, and yield Starting materials: C1(=CC=CC=2C(=CC=CC12)S(=O)(=O)O)S(=O)(=O)O (naphthalene-1,5-disulphonic acid), C(C)C(CN1CN(CC(C1)(C)[N+](=O)[O-])CC(CCCC)CC)CCCC (1,3-bis-(β-ethylhexyl)-5-nitro-5-methyl-hexahydropyrimidine). Product: C(C)C(CN1CN(CC(C1)(C)[N+](=O)[O-])CC(CCCC)CC)CCCC.C1(=CC=CC=2C(=CC=CC12)S(=O)(=O)[O-])S(=O)(=O)[O-] (1,3-bis-(β-ethylhexyl)-5-nitro-5-methyl-hexahydropyrimidine naphthalene-1,5-disulphonate). As a reaction SMILES: [C:1]1([S:15]([OH:18])(=[O:17])=[O:16])[C:10]2[CH:9]=[CH:8][CH:7]=[C:6]([S:11]([OH:14])(=[O:13])=[O:12])[C:5]=2[CH:4]=[CH:3][CH:2]=1.[CH2:19]([CH:21]([CH2:41][CH2:42][CH2:43][CH3:44])[CH2:22][N:23]1[CH2:28][C:27]([N+:30]([O-:32])=[O:31])([CH3:29])[CH2:26][N:25]([CH2:33][CH:34]([CH2:39][CH3:40])[CH2:35][CH2:36][CH2:37][CH3:38])[CH2:24]1)[CH3:20]>>[CH2:39]([CH:34]([CH2:35][CH2:36][CH2:37][CH3:38])[CH2:33][N:25]1[CH2:26][C:27]([N+:30]([O-:32])=[O:31])([CH3:29])[CH2:28][N:23]([CH2:22][CH:21]([CH2:19][CH3:20])[CH2:41][CH2:42][CH2:43][CH3:44])[CH2:24]1)[CH3:40].[C:1]1([S:15]([O-:18])(=[O:17])=[O:16])[C:10]2[CH:9]=[CH:8][CH:7]=[C:6]([S:11]([O-:14])(=[O:13])=[O:12])[C:5]=2[CH:4]=[CH:3][CH:2]=1 |f:2.3|. Procedure details: adding naphthalene-1,5-disulphonic acid to said 1,3-bis-(β-ethylhexyl)-5-nitro-5-methyl-hexahydropyrimidine in said solution, whereby a reaction mixture is formed and 1,3-bis-(β-ethylhexyl)-5-nitro-5-methyl-hexahydropyrimidine-naphthalene-1,5-disulphonate is produced as a reaction product; Reactants: CCOC(C)O, Cc1ncn(-c2ccc(N)cc2)n1, CCOC(C)=O, COc1ccnc(Cl)n1, O. Yields the product COc1ccnc(Nc2ccc(-n3cnc(C)n3)cc2)n1. As a reaction SMILES: [CH2:23]([O:24][CH:25]([OH:26])[CH3:27])[CH3:28].[CH3:10][c:11]1[n:12][n:13](-[c:16]2[cH:17][cH:18][c:19]([NH2:20])[cH:21][cH:22]2)[cH:14][n:15]1.[CH3:30][CH2:31][O:32][C:33]([CH3:34])=[O:35].[Cl:1][c:2]1[n:3][cH:4][cH:5][c:6]([O:8][CH3:9])[n:7]1.[OH2:29]>>[c:2]1([NH:20][c:19]2[cH:18][cH:17][c:16](-[n:13]3[n:12][c:11]([CH3:10])[n:15][cH:14]3)[cH:22][cH:21]2)[n:3][cH:4][cH:5][c:6]([O:8][CH3:9])[n:7]1. Starting materials: B, CC(=O)c1cc(Cl)ccc1Br, COB(OC)OC, CSC, C1CCOC1, OC(c1ccccc1)(c1ccccc1)C1CCCN1. Yields the product CC(O)c1cc(Cl)ccc1Br. As a reaction SMILES: [BH3:30].[Br:31][c:32]1[c:33]([C:39]([CH3:40])=[O:41])[cH:34][c:35]([Cl:38])[cH:36][cH:37]1.[CH3:1][O:2][B:3]([O:4][CH3:5])[O:6][CH3:7].[CH3:27][S:28][CH3:29].[O:42]1[CH2:43][CH2:44][CH2:45][CH2:46]1.[c:8]1([C:9]([c:10]2[cH:11][cH:12][cH:13][cH:14][cH:15]2)([CH:16]2[CH2:17][CH2:18][CH2:19][NH:20]2)[OH:21])[cH:22][cH:23][cH:24][cH:25][cH:26]1>>[Br:31][c:32]1[c:33]([CH:39]([CH3:40])[OH:41])[cH:34][c:35]([Cl:38])[cH:36][cH:37]1. The reactants are C(C)(=O)C=1SC=CC1 (2-acetylthiophene), Cl.S(N)(=O)(=O)C1=CC=C(C=C1)NN (4-sulfamylphenylhydrazine hydrochloride). Product: S(N)(=O)(=O)C1=CC=C(C=C1)NN=C(C)C=1SC=CC1 (2-acetylthiophene-4-sulfamylphenylhydrazone). Reaction SMILES: [C:1]([C:4]1[S:5][CH:6]=[CH:7][CH:8]=1)(=O)[CH3:2].Cl.[S:10]([C:14]1[CH:19]=[CH:18][C:17]([NH:20][NH2:21])=[CH:16][CH:15]=1)(=[O:13])(=[O:12])[NH2:11]>>[S:10]([C:14]1[CH:15]=[CH:16][C:17]([NH:20][N:21]=[C:1]([C:4]2[S:5][CH:6]=[CH:7][CH:8]=2)[CH3:2])=[CH:18][CH:19]=1)(=[O:13])(=[O:12])[NH2:11] |f:1.2|. Procedure details: A solution of 2-acetylthiophene (5 mmol) and 4-sulfamylphenylhydrazine hydrochloride is subjected to the General Procedure. The title compound is isolated as described in the general procedure. The reactants are ClC=1C=C(C(=O)OC)C=CN1 (methyl 2-chloroisonicotinate), C[O-].[Na+] (sodium methoxide), O (water). Isolated yield 75.0%. Product: COC=1C=C(C(=O)OC)C=CN1 (Methyl 2-Methoxyisonicotinate). Procedure details: A mixture of methyl 2-chloroisonicotinate (5.23 g, 0.030 mol) and sodium methoxide (2.47 g, 0.045 mol) in 15 mL of dioxane was heated at reflux for 1.5 hours. After the reaction mixture was cooled, water was added and the resulting mixture was extracted with methylene chloride. The organic layer was washed with brine, dried over magnesium sulfate and filtered. The filtrate was concentrated in vacuo to give 3.76 g (75%) of product as a yellow oil: Anal. Calc'd. for C8H9NO3: C, 57.48; H, 5.43; N, ... RXN SMILES: Cl[C:2]1[CH:3]=[C:4]([CH:9]=[CH:10][N:11]=1)[C:5]([O:7][CH3:8])=[O:6].[CH3:12][O-:13].[Na+].O>O1CCOCC1>[CH3:12][O:13][C:2]1[CH:3]=[C:4]([CH:9]=[CH:10][N:11]=1)[C:5]([O:7][CH3:8])=[O:6] |f:1.2|. The solvent is O1CCOCC1 (dioxane).